This data is from the Open Reaction Database (ORD), a public repository of structured organic reaction records. The task is: describe an organic reaction: reactants, conditions, products, and yield Reactants: BrC1=CC=C(C=C1)C(CN1C(CCC1=O)=O)C1=CC(=CC=C1)OC (1-[2-(4-Bromo-phenyl)-2-(3-methoxy-phenyl)-ethyl]-pyrrolidine-2,5-dione), crude product, C(C)(=O)Cl (acetyl chloride), CCOC(=O)C (EtOAc). The product is BrC1=CC=C(C=C1)[C@@H]1CN2[C@@H](C3=CC=C(C=C13)OCCCN1CCCCC1)CCC2 (Trans-6-(4-Bromo-phenyl)-8-(3-piperidin-1-yl-propoxy)-1,2,3,5,6,10b-hexahydro-pyrrolo[2,1-a]isoquinoline). The yield is 75.0%. As a reaction SMILES: [Br:1][C:2]1[CH:7]=[CH:6][C:5]([CH:8]([C:17]2[CH:22]=CC=[C:19](OC)[CH:18]=2)[CH2:9][N:10]2[C:14](=O)[CH2:13][CH2:12][C:11]2=O)=[CH:4][CH:3]=1.[C:25](Cl)(=O)[CH3:26].[CH3:29][CH2:30][O:31][C:32]([CH3:34])=O>>[Br:1][C:2]1[CH:3]=[CH:4][C:5]([C@H:8]2[C:17]3[C:18](=[CH:19][CH:34]=[C:32]([O:31][CH2:30][CH2:29][CH2:11][N:10]4[CH2:26][CH2:25][CH2:5][CH2:8][CH2:9]4)[CH:22]=3)[C@H:14]3[CH2:13][CH2:12][CH2:11][N:10]3[CH2:9]2)=[CH:6][CH:7]=1. Procedure: 1-[2-(4-Bromo-phenyl)-2-(3-methoxy-phenyl)-ethyl]-pyrrolidine-2,5-dione. A solution of the crude product from Step 7 (54.9 mmol) in EtOAc (55 mL) was treated with acetyl chloride (14.0 mL) and then was heated at reflux overnight. The mixture was cooled, and a precipitate formed. The solid was filtered to provide 15.9 g (75%) of the desired product. The filtrate was purified by chromatography (EtOAc/hexanes) to give an additional 3.28 g, for a combined yield of 19.2 g (90%). MS: exact mass calcd ... Starting materials: Cc1ccccc1, O=C(O)c1cc(Cl)nnc1Cl, CN(C)C=O, O=S(Cl)Cl. Product: O=C(Cl)c1cc(Cl)nnc1Cl. As a reaction SMILES: [CH3:21][c:22]1[cH:23][cH:24][cH:25][cH:26][cH:27]1.[Cl:1][c:2]1[n:3][n:4][c:5]([Cl:11])[cH:6][c:7]1[C:8](=[O:9])[OH:10].[O:12]=[CH:13][N:14]([CH3:15])[CH3:16].[S:17]([Cl:18])([Cl:19])=[O:20]>>[Cl:1][c:2]1[n:3][n:4][c:5]([Cl:11])[cH:6][c:7]1[C:8](=[O:9])[Cl:19]. Reported procedure: Part A: To a solution of 4.6 g (20 mmol) of 3-[(4-methoxyphenyl)sulfonyl]propane-1-ol from example 13 and 6 mL of DMPU in 60 mL of anhydrous THF at -70° C. under nitrogen, was added 5.8 mL (2.8 g, 44 mmol) of a 10.0 M solution of n-butyllithium in hexane. After stirring for 30 min. at -70° C., 1.6 mL (2.4 g, 22 mmole) of 1-bromoethane was added. After 2 hours, the reaction mixture was cooled to zero° C. and 25 mL of saturated ammonium chloride solution was added, followed by ethyl acetate and wa... Starting materials: COC1=CC=C(C=C1)S(=O)(=O)CCCS (3-[(4-methoxyphenyl)sulfonyl]-propane-1-thiol), solution, C(CCC)[Li] (n-butyllithium), C1CCOC1 (THF), BrCC (1-bromoethane), [Cl-].[NH4+] (ammonium chloride). The solvent is CCCCCC (hexane), CN1CCCN(C1=O)C (DMPU), O (water), C(C)(=O)OCC (ethyl acetate). Product: COC1=CC=C(C=C1)S(=O)(=O)C(CCO)CC (3-[(4-methoxyphenyl)sulfonyl]-pentan-1-ol). Run at temperature -70 celsius, time 30 minute. Reaction SMILES: [CH3:1][O:2][C:3]1[CH:8]=[CH:7][C:6]([S:9]([CH2:12][CH2:13][CH2:14]S)(=[O:11])=[O:10])=[CH:5][CH:4]=1.C([Li])C[CH2:18][CH3:19].BrCC.[Cl-].[NH4+].C1C[O:29]CC1>CCCCCC.O.C(OCC)(=O)C.CN1C(=O)N(C)CCC1>[CH3:1][O:2][C:3]1[CH:8]=[CH:7][C:6]([S:9]([CH:12]([CH2:18][CH3:19])[CH2:13][CH2:14][OH:29])(=[O:11])=[O:10])=[CH:5][CH:4]=1 |f:3.4|. Reactants: 37.6, FC1=CC=C(OCCC(C)=O)C=C1 (4-(4-fluorophenoxy)-2-butanone), [BH4-].[Na+] (sodium borohydride). Solvent: C(C)O (ethanol). Reaction conditions: time 1 hour. Yields the product 20.80, FC1=CC=C(OCCC(C)O)C=C1 (4-(4-fluorophenoxy)-2-butanol). The yield is 55.1%. RXN SMILES: [F:1][C:2]1[CH:13]=[CH:12][C:5]([O:6][CH2:7][CH2:8][C:9](=[O:11])[CH3:10])=[CH:4][CH:3]=1.[BH4-].[Na+]>C(O)C>[F:1][C:2]1[CH:13]=[CH:12][C:5]([O:6][CH2:7][CH2:8][CH:9]([OH:11])[CH3:10])=[CH:4][CH:3]=1 |f:1.2|. Reported procedure: To a stirred mixture of 37.6 parts of 4-(4-fluorophenoxy)-2-butanone and 400 parts of ethanol were added portionwise 21.2 parts of sodium borohydride at a temperature below 20° C. Upon completion, stirring was continued for 1 hour at room temperature. The reaction mixture was concentrated to half its volume. After cooling, 500 parts of water were added and evaporation was continued till all ethanol was removed. After cooling, the product was extracted with 1,1'-oxybisethane. The extract was wash... Starting materials: CCOC(C)=O, CO, Nc1cc(Oc2ccc(NC(=O)NC(=O)Cc3cccc(OCc4ccccc4)c3)cc2F)ccn1. The product is Nc1cc(Oc2ccc(NC(=O)NC(=O)Cc3cccc(O)c3)cc2F)ccn1. RXN SMILES: [CH3:37][CH2:38][O:39][C:40]([CH3:41])=[O:42].[CH3:43][OH:44].[NH2:1][c:2]1[n:3][cH:4][cH:5][c:6]([O:8][c:9]2[c:10]([F:36])[cH:11][c:12]([NH:15][C:16](=[O:17])[NH:18][C:19]([CH2:20][c:21]3[cH:22][c:23]([O:27][CH2:28][c:29]4[cH:30][cH:31][cH:32][cH:33][cH:34]4)[cH:24][cH:25][cH:26]3)=[O:35])[cH:13][cH:14]2)[cH:7]1>>[NH2:1][c:2]1[n:3][cH:4][cH:5][c:6]([O:8][c:9]2[c:10]([F:36])[cH:11][c:12]([NH:15][C:16](=[O:17])[NH:18][C:19]([CH2:20][c:21]3[cH:22][c:23]([OH:27])[cH:24][cH:25][cH:26]3)=[O:35])[cH:13][cH:14]2)[cH:7]1.